From a dataset of the Open Reaction Database (ORD), a public repository of structured organic reaction records. describe an organic reaction: reactants, conditions, products, and yield The reactants are BrC=1C=CC(=NC1)C(=O)N(C1=CC=C(C=C1)CN1C[C@@H](N(CC1)C(=O)OC(C)(C)C)C)C (1,1-dimethylethyl (2S)-4-({4-[[(5-bromo-2-pyridinyl)carbonyl](methyl)amino]phenyl}methyl)-2-methyl-1-piperazinecarboxylate), FC=1C=C(C=CC1)O (3-fluorophenol), CC(C)CCCC(C)CCCC(C)CCCC(C)CCC(=O)O (THMD). Reagents/catalysts: Cl[Cu] (CuCl). Product: FC=1C=C(C=CC1)OC=1C=CC(=NC1)C(=O)N(C1=CC=C(C=C1)CN1C[C@@H](N(CC1)C(=O)OC(C)(C)C)C)C (1,1-Dimethylethyl (2S)-4-({4-[({5-[(3-fluorophenyl)oxy]-2-pyridinyl}carbonyl)(methyl)amino]phenyl}methyl)-2-methyl-1-piperazinecarboxylate). RXN SMILES: Br[C:2]1[CH:3]=[CH:4][C:5]([C:8]([N:10]([CH3:32])[C:11]2[CH:16]=[CH:15][C:14]([CH2:17][N:18]3[CH2:23][CH2:22][N:21]([C:24]([O:26][C:27]([CH3:30])([CH3:29])[CH3:28])=[O:25])[C@@H:20]([CH3:31])[CH2:19]3)=[CH:13][CH:12]=2)=[O:9])=[N:6][CH:7]=1.[F:33][C:34]1[CH:35]=[C:36]([OH:40])[CH:37]=[CH:38][CH:39]=1.CC(CCCC(CCCC(CCCC(CCC(O)=O)C)C)C)C>Cl[Cu]>[F:33][C:34]1[CH:35]=[C:36]([O:40][C:2]2[CH:3]=[CH:4][C:5]([C:8]([N:10]([CH3:32])[C:11]3[CH:16]=[CH:15][C:14]([CH2:17][N:18]4[CH2:23][CH2:22][N:21]([C:24]([O:26][C:27]([CH3:30])([CH3:29])[CH3:28])=[O:25])[C@@H:20]([CH3:31])[CH2:19]4)=[CH:13][CH:12]=3)=[O:9])=[N:6][CH:7]=2)[CH:37]=[CH:38][CH:39]=1. Procedure details: The title compound was prepared from 1,1-dimethylethyl (2S)-4-({4-[[(5-bromo-2-pyridinyl)carbonyl](methyl)amino]phenyl}methyl)-2-methyl-1-piperazinecarboxylate (D72) and 3-fluorophenol using a method similar to that described for D73 in Description 73 although 1 eq. CuCl and 0.25 eq. THMD were used. MS (ES): MH+ 535.3. Starting materials: N1(C=NC=C1)CCOC1=CC=C(C=C1)N (4-[2-(1H-imidazol-1-yl)ethoxy]benzenamine), C([O-])(O)=O.[Na+] (sodium bicarbonate), ice, C(=S)(Cl)Cl (thiophosgene). Solvent: C(Cl)(Cl)Cl (chloroform), O (water), C(Cl)(Cl)Cl (chloroform). Conditions: time 20 minute. Product: N(=C=S)C1=CC=C(OCCN2C=NC=C2)C=C1 (1-[2-(4-isothiocyanatophenoxy)ethyl]-1H-imidazole). Isolated yield 116.8%. Reaction SMILES: [N:1]1([CH2:6][CH2:7][O:8][C:9]2[CH:14]=[CH:13][C:12]([NH2:15])=[CH:11][CH:10]=2)[CH:5]=[CH:4][N:3]=[CH:2]1.C(=O)(O)[O-].[Na+].[C:21](Cl)(Cl)=[S:22]>C(Cl)(Cl)Cl.O>[N:15]([C:12]1[CH:13]=[CH:14][C:9]([O:8][CH2:7][CH2:6][N:1]2[CH:5]=[CH:4][N:3]=[CH:2]2)=[CH:10][CH:11]=1)=[C:21]=[S:22] |f:1.2|. Procedure details: To an ice-cooled stirred biphasic solution of 4-[2-(1H-imidazol-1-yl)ethoxy]benzenamine (1.00 g; 4.92 mmol) and sodium bicarbonate (2.07 g; 24.6 mmol) in chloroform (100 mL) and water (50 mL) was added a solution of thiophosgene (452 μL; 5.90 mmol) in chloroform (10 mL) over 5 min. The mixture was stirred at ice-bath temperature for 20 min, and then the aqueous and organic phases were separated and the aqueous phase extracted with chloroform (50 mL). The combined chloroform layers were washed wi... Starting materials: C(=O)C1=CC=C(CN(C(=O)C=2NC=CN2)CC=2NC=CN2)C=C1 (N-(4-formylbenzyl)-N-(1H-imidazol-2-ylmethyl)-1H-imidazole-2-carboxamide), S1C(=CC=C1)CN1CC2(CC1)CNCC2 (2-(2-thienylmethyl)-2,7-diazaspiro[4.4]nonane). Product: N1C(=NC=C1)CN(C(=O)C=1NC=CN1)CC1=CC=C(C=C1)CN1CC2(CC1)CN(CC2)CC=2SC=CC2 (N-(1H-imidazol-2-ylmethyl)-N-(4-{[7-(2-thienylmethyl)-2,7-diazaspiro[4.4]non-2-yl]methyl}benzyl)-1H-imidazole-2-carboxamide). The yield is 54.4%. As a reaction SMILES: [CH:1]([C:3]1[CH:23]=[CH:22][C:6]([CH2:7][N:8]([CH2:16][C:17]2[NH:18][CH:19]=[CH:20][N:21]=2)[C:9]([C:11]2[NH:12][CH:13]=[CH:14][N:15]=2)=[O:10])=[CH:5][CH:4]=1)=O.[S:24]1[CH:28]=[CH:27][CH:26]=[C:25]1[CH2:29][N:30]1[CH2:34][CH2:33][C:32]2([CH2:38][CH2:37][NH:36][CH2:35]2)[CH2:31]1>>[NH:21]1[CH:20]=[CH:19][N:18]=[C:17]1[CH2:16][N:8]([CH2:7][C:6]1[CH:22]=[CH:23][C:3]([CH2:1][N:36]2[CH2:37][CH2:38][C:32]3([CH2:33][CH2:34][N:30]([CH2:29][C:25]4[S:24][CH:28]=[CH:27][CH:26]=4)[CH2:31]3)[CH2:35]2)=[CH:4][CH:5]=1)[C:9]([C:11]1[NH:12][CH:13]=[CH:14][N:15]=1)=[O:10]. Procedure: The same operation as in Example 2 was performed, except for using the compound (107 mg) obtained in Example 38 in place of 2-formyl-N,N-dimethyl-1H-imidazole-1-sulfonamide, and 2-(2-thienylmethyl)-2,7-diazaspiro[4.4]nonane (86 mg) in place of benzylamine, to obtain the title compound (97 mg) having the following physical properties. Starting materials: CC(=O)Nc1cc(Oc2ccc3c(C(=O)Nc4ccc(CN5CCN(C)CC5)c(C(F)(F)F)c4)cccc3c2)ncn1, CC(=O)Nc1cc(Oc2ccc3c(C(=O)Nc4ccc(CN5CCNCC5)c(C(F)(F)F)c4)cccc3c2)ncn1. Yields the product CN1CCN(Cc2ccc(NC(=O)c3cccc4cc(Oc5cc(N)ncn5)ccc34)cc2C(F)(F)F)CC1. RXN SMILES: [CH3:1][N:2]1[CH2:3][CH2:4][N:5]([CH2:8][c:9]2[c:10]([C:39]([F:40])([F:41])[F:42])[cH:11][c:12]([NH:15][C:16](=[O:17])[c:18]3[cH:19][cH:20][cH:21][c:22]4[cH:23][c:24]([O:28][c:29]5[n:30][cH:31][n:32][c:33]([NH:35][C:36](=[O:37])[CH3:38])[cH:34]5)[cH:25][cH:26][c:27]34)[cH:13][cH:14]2)[CH2:6][CH2:7]1.[N:43]1([CH2:44][c:45]2[cH:46][cH:47][c:48]([NH:49][C:50]([c:51]3[c:52]4[c:53]([cH:54][c:55]([O:56][c:57]5[cH:58][c:59]([NH:60][C:61](=[O:62])[CH3:63])[n:64][cH:65][n:66]5)[cH:67][cH:68]4)[cH:69][cH:70][cH:71]3)=[O:72])[cH:73][c:74]2[C:75]([F:76])([F:77])[F:78])[CH2:79][CH2:80][NH:81][CH2:82][CH2:83]1>>[CH3:1][N:2]1[CH2:3][CH2:4][N:5]([CH2:8][c:9]2[c:10]([C:39]([F:40])([F:41])[F:42])[cH:11][c:12]([NH:15][C:16](=[O:17])[c:18]3[cH:19][cH:20][cH:21][c:22]4[cH:23][c:24]([O:28][c:29]5[n:30][cH:31][n:32][c:33]([NH2:35])[cH:34]5)[cH:25][cH:26][c:27]34)[cH:13][cH:14]2)[CH2:6][CH2:7]1. The reactants are C(=O)(O)[O-].[Na+] (NaHCO3), C(=O)(OCC1=CC=CC=C1)N1C(C1)(C)C (N-Cbz-2,2-Dimethyl aziridine), C(C)(C)(C)C(O)C(C)(C)C (di-t-butylmethanol), B(F)(F)F.CCOCC (Boron trifluoride etherate). The solvent is C(Cl)Cl (CH2Cl2). Conditions: time 8 hour. Product: C(=O)(OCC1=CC=CC=C1)NC(COC(C(C)(C)C)C(C)(C)C)(C)C (N-Cbz-2-amino-2-methyl-1-[di-(t-butyl)-methoxy]propane). Reaction SMILES: [C:1]([N:11]1[CH2:13][C:12]1([CH3:15])[CH3:14])([O:3][CH2:4][C:5]1[CH:10]=[CH:9][CH:8]=[CH:7][CH:6]=1)=[O:2].[C:16]([CH:20]([C:22]([CH3:25])([CH3:24])[CH3:23])[OH:21])([CH3:19])([CH3:18])[CH3:17].B(F)(F)F.CCOCC.C([O-])(O)=O.[Na+]>C(Cl)Cl>[C:1]([NH:11][C:12]([CH3:14])([CH3:15])[CH2:13][O:21][CH:20]([C:22]([CH3:25])([CH3:24])[CH3:23])[C:16]([CH3:19])([CH3:18])[CH3:17])([O:3][CH2:4][C:5]1[CH:6]=[CH:7][CH:8]=[CH:9][CH:10]=1)=[O:2] |f:2.3,4.5|. Procedure details: N-Cbz-2,2-Dimethyl aziridine and di-t-butylmethanol are dissolved in CH2Cl2 at 0° C. under argon. Boron trifluoride etherate is added and the flask is stirred overnight. The contents are poured into saturated NaHCO3 and extracted with ethyl acetate. The organic layer is dried over MgSO4 and evaporated to yield N-Cbz-2-amino-2-methyl-1-[di-(t-butyl)-methoxy]propane. Reactants: COC=1C=C(C(=O)O)C=CC1OC (3,4-Dimethoxybenzoic acid), CCN=C=NCCCN(C)C (EDCI), COC([C@H](CC1=CC=C(C=C1)OC1=C(C(=NC=C1)C)C)NC(=O)[C@H]1NCC=2C=C3C(=CC2C1)OC[C@@H](O3)C3=CC=C(C=C3)OCC3=CC(=C(C=C3)Cl)Cl)=O ((S)-2-({(3S,8S)-3-[4-(3,4-dichloro-benzyloxy)-phenyl]-2,3,6,7,8,9-hexahydro-[1,4]dioxino[2,3-g]isoquinoline-8-carbonyl}-amino)-3-[4-(2,3-dimethyl-pyridin-4-yloxy)-phenyl]-propionic acid methyl ester). The solvent is C(Cl)Cl (DCM), C(Cl)Cl (DCM). Run at time 16 hour. Yields the product ClC=1C=C(COC2=CC=C(C=C2)[C@@H]2OC=3C(=CC=4C[C@H](N(CC4C3)C(C3=CC(=C(C=C3)OC)OC)=O)C(=O)N[C@H](C(=O)O)CC3=CC=C(C=C3)OC3=C(C(=NC=C3)C)C)OC2)C=CC1Cl ((S)-2-{[(3S,8S)-3-[4-(3,4-Dichloro-benzyloxy)-phenyl]-7-(3,4-dimethoxy-benzoyl)-2,3,6,7,8,9-hexahydro-[1,4]dioxino[2,3-g]isoquinoline-8-carbonyl]-amino}-3-[4-(2,3-dimethyl-pyridin-4-yloxy)-phenyl]-propionic acid). Reaction SMILES: [CH3:1][O:2][C:3]1[CH:4]=[C:5]([CH:9]=[CH:10][C:11]=1[O:12][CH3:13])[C:6]([OH:8])=O.CCN=C=NCCCN(C)C.C[O:26][C:27](=[O:78])[C@@H:28]([NH:45][C:46]([C@@H:48]1[CH2:57][C:56]2[CH:55]=[C:54]3[O:58][CH2:59][C@H:60]([C:62]4[CH:67]=[CH:66][C:65]([O:68][CH2:69][C:70]5[CH:75]=[CH:74][C:73]([Cl:76])=[C:72]([Cl:77])[CH:71]=5)=[CH:64][CH:63]=4)[O:61][C:53]3=[CH:52][C:51]=2[CH2:50][NH:49]1)=[O:47])[CH2:29][C:30]1[CH:35]=[CH:34][C:33]([O:36][C:37]2[CH:42]=[CH:41][N:40]=[C:39]([CH3:43])[C:38]=2[CH3:44])=[CH:32][CH:31]=1>C(Cl)Cl>[Cl:77][C:72]1[CH:71]=[C:70]([CH:75]=[CH:74][C:73]=1[Cl:76])[CH2:69][O:68][C:65]1[CH:66]=[CH:67][C:62]([C@H:60]2[CH2:59][O:58][C:54]3=[CH:55][C:56]4[CH2:57][C@@H:48]([C:46]([NH:45][C@@H:28]([CH2:29][C:30]5[CH:35]=[CH:34][C:33]([O:36][C:37]6[CH:42]=[CH:41][N:40]=[C:39]([CH3:43])[C:38]=6[CH3:44])=[CH:32][CH:31]=5)[C:27]([OH:78])=[O:26])=[O:47])[N:49]([C:6](=[O:8])[C:5]5[CH:9]=[CH:10][C:11]([O:12][CH3:13])=[C:3]([O:2][CH3:1])[CH:4]=5)[CH2:50][C:51]=4[CH:52]=[C:53]3[O:61]2)=[CH:63][CH:64]=1. Procedure details: 3,4-Dimethoxybenzoic acid (1 eq.) was stirred in dry DCM with 0.5 eq EDCI at RT for 1 h. (S)-2-({(3S,8S)-3-[4-(3,4-dichloro-benzyloxy)-phenyl]-2,3,6,7,8,9-hexahydro-[1,4]dioxino[2,3-g]isoquinoline-8-carbonyl}-amino)-3-[4-(2,3-dimethyl-pyridin-4-yloxy)-phenyl]-propionic acid methyl ester in dry DCM (10 eq benzoic acid relative to amine) was added and the resulting mixture stirred 16 h, then directly purified by flash chromatography. The resulting compound was hydrolyzed according to General Proce... The reactants are BrC=1C=C(C(=O)OC)C=CC1 (methyl 3-bromobenzoate), C1(=CC(=CC=C1)B(O)O)C (3-tolylboronic acid). Product: CC=1C=C(C=CC1)C1=CC(=CC=C1)C(=O)OC (methyl 3′-methylbiphenyl-3-carboxylate). Reaction SMILES: Br[C:2]1[CH:3]=[C:4]([CH:9]=[CH:10][CH:11]=1)[C:5]([O:7][CH3:8])=[O:6].[C:12]1([CH3:21])[CH:17]=[CH:16][CH:15]=[C:14](B(O)O)[CH:13]=1>>[CH3:21][C:12]1[CH:13]=[C:14]([C:2]2[CH:11]=[CH:10][CH:9]=[C:4]([C:5]([O:7][CH3:8])=[O:6])[CH:3]=2)[CH:15]=[CH:16][CH:17]=1. Reported procedure: Analogously to Example 1, by reaction of methyl 3-bromobenzoate with 3-tolylboronic acid, methyl 3′-methylbiphenyl-3-carboxylate is obtained. By bromination with NBS and reaction with methyl 3-hydroxybenzoate, methyl 3′-(3-methoxycarbonylphenoxymethyl)biphenyl-3-carboxylate is obtained therefrom. By reaction with guanidine hydrochloride in methanolic sodium methoxide solution, N-[3′-(3-guanidinocarbonylphenoxymethyl)biphenyl-3-carbonyl]-guanidine As a reaction SMILES: [F:1][C:2]([c:3]1[c:4]([S:10](=[O:11])(=[O:12])[O:13][CH:14]([CH3:15])[CH3:16])[c:5]([CH3:9])[cH:6][cH:7][cH:8]1)([F:17])[F:18].[Na+:20].[O:21]1[CH2:22][CH2:23][CH2:24][CH2:25]1.[OH-:19].[OH2:26]>>[F:1][C:2]([c:3]1[c:4]([S:10](=[O:11])(=[O:12])[O-:13])[c:5]([CH3:9])[cH:6][cH:7][cH:8]1)([F:17])[F:18].[Na+:20]. Reactants: Cc1cccc(C(F)(F)F)c1S(=O)(=O)OC(C)C, [Na+], C1CCOC1, [OH-], O. Product: Cc1cccc(C(F)(F)F)c1S(=O)(=O)[O-], [Na+]. Reactants: CC1CNCC(C)N1, CC(C)(C)[O-], CN(C)c1ccccc1-c1ccccc1P(C1CCCCC1)C1CCCCC1, Cc1ccc(-c2ccc(S(=O)(=O)Nc3ccnc(Cl)c3)cc2)o1, [Na+], O=C(C=Cc1ccccc1)C=Cc1ccccc1, C1COCCO1, O=C(C=Cc1ccccc1)C=Cc1ccccc1, O=C(C=Cc1ccccc1)C=Cc1ccccc1, [Pd], [Pd]. Yields the product Cl, Cc1ccc(-c2ccc(S(=O)(=O)Nc3ccnc(N4CC(C)NC(C)C4)c3)cc2)o1. As a reaction SMILES: [CH3:24][CH:25]1[NH:26][CH:27]([CH3:31])[CH2:28][NH:29][CH2:30]1.[CH3:32][C:33]([CH3:34])([O-:35])[CH3:36].[CH:38]1([P:39]([CH:40]2[CH2:41][CH2:42][CH2:43][CH2:44][CH2:45]2)[c:46]2[cH:47][cH:48][cH:49][cH:50][c:51]2-[c:52]2[cH:53][cH:54][cH:55][cH:56][c:57]2[N:58]([CH3:59])[CH3:60])[CH2:61][CH2:62][CH2:63][CH2:64][CH2:65]1.[Cl:1][c:2]1[n:3][cH:4][cH:5][c:6]([NH:8][S:9](=[O:10])(=[O:11])[c:12]2[cH:13][cH:14][c:15](-[c:18]3[o:19][c:20]([CH3:23])[cH:21][cH:22]3)[cH:16][cH:17]2)[cH:7]1.[Na+:37].[O:110]=[C:111]([CH:112]=[CH:113][c:114]1[cH:115][cH:116][cH:117][cH:118][cH:119]1)[CH:120]=[CH:121][c:122]1[cH:123][cH:124][cH:125][cH:126][cH:127]1.[O:66]1[CH2:67][CH2:68][O:69][CH2:70][CH2:71]1.[O:74]=[C:75]([CH:76]=[CH:77][c:78]1[cH:79][cH:80][cH:81][cH:82][cH:83]1)[CH:84]=[CH:85][c:86]1[cH:87][cH:88][cH:89][cH:90][cH:91]1.[O:92]=[C:93]([CH:94]=[CH:95][c:96]1[cH:97][cH:98][cH:99][cH:100][cH:101]1)[CH:102]=[CH:103][c:104]1[cH:105][cH:106][cH:107][cH:108][cH:109]1.[Pd:72].[Pd:73]>>[ClH:1].[c:2]1([N:29]2[CH2:28][CH:27]([CH3:31])[NH:26][CH:25]([CH3:24])[CH2:30]2)[n:3][cH:4][cH:5][c:6]([NH:8][S:9](=[O:10])(=[O:11])[c:12]2[cH:13][cH:14][c:15](-[c:18]3[o:19][c:20]([CH3:23])[cH:21][cH:22]3)[cH:16][cH:17]2)[cH:7]1.